Dataset: the Open Reaction Database (ORD), a public repository of structured organic reaction records. Task: describe an organic reaction: reactants, conditions, products, and yield Reactants: CN(C)C=O, O=[N+]([O-])c1cc(-c2ncc(C(F)(F)F)cc2Cl)ccc1F, N#C[K], O. Product: N#Cc1ccc(-c2ncc(C(F)(F)F)cc2Cl)cc1[N+](=O)[O-]. RXN SMILES: [CH3:26][N:27]([CH3:28])[CH:29]=[O:30].[Cl:1][c:2]1[c:3](-[c:12]2[cH:13][c:14]([N+:19](=[O:20])[O-:21])[c:15]([F:18])[cH:16][cH:17]2)[n:4][cH:5][c:6]([C:8]([F:9])([F:10])[F:11])[cH:7]1.[K:22][C:23]#[N:24].[OH2:25]>>[Cl:1][c:2]1[c:3](-[c:12]2[cH:13][c:14]([N+:19](=[O:20])[O-:21])[c:15]([C:23]#[N:24])[cH:16][cH:17]2)[n:4][cH:5][c:6]([C:8]([F:9])([F:10])[F:11])[cH:7]1. The reactants are C(C)OC(=O)C1=CC=C(OCC(C)O)C=C1 (1-(p-ethoxycarbonyl-phenoxy)-propan- 2-ol), C(CC(C)C)(=O)Cl (isovaleroyl chloride). Run in N1=CC=CC=C1 (pyridine). Reaction conditions: time 3 hour. Product: C(CC(C)C)(=O)OC(COC1=CC=C(C=C1)C(=O)OCC)C (1-(p-ethoxycarbonyl-phenoxy)-propan-2-ol isovalerate). Yield: 104.3%. RXN SMILES: [CH2:1]([O:3][C:4]([C:6]1[CH:16]=[CH:15][C:9]([O:10][CH2:11][CH:12]([OH:14])[CH3:13])=[CH:8][CH:7]=1)=[O:5])[CH3:2].[C:17](Cl)(=[O:22])[CH2:18][CH:19]([CH3:21])[CH3:20]>N1C=CC=CC=1>[C:17]([O:14][CH:12]([CH3:13])[CH2:11][O:10][C:9]1[CH:15]=[CH:16][C:6]([C:4]([O:3][CH2:1][CH3:2])=[O:5])=[CH:7][CH:8]=1)(=[O:22])[CH2:18][CH:19]([CH3:21])[CH3:20]. Procedure details: Cooling in an ice bath 1.1g (5 mmol) of 1-(p-ethoxycarbonyl-phenoxy)-propan- 2-ol was dissolved in 10 ml of pyridine, and 0.6 g of isovaleroyl chloride was added dropwise to this solution. The mixture was stirred at room temperature for an additional 3 hours. The reaction mixture was treated in the same way as in Example 7, and purified by column chromatography using silica gel to afford 1.6g of 1-(p-ethoxycarbonyl-phenoxy)-propan-2-ol isovalerate (compound No. 5) in a yield of 90% as a colorles... Starting materials: NC1=NN(CC1)C1=CC(=C(C=C1)Cl)Cl (3-Amino-1-(3,4-dichlorophenyl)-2-pyrazoline), Cl (hydrochloric acid). The solvent is CO (methanol). Yields the product Cl.NC1=NN(CC1)C1=CC(=C(C=C1)Cl)Cl (3-Amino-1-(3,4-dichlorophenyl)-2-pyrazoline hydrochloride). Reaction SMILES: [NH2:1][C:2]1[CH2:6][CH2:5][N:4]([C:7]2[CH:12]=[CH:11][C:10]([Cl:13])=[C:9]([Cl:14])[CH:8]=2)[N:3]=1.Cl>CO>[ClH:13].[NH2:1][C:2]1[CH2:6][CH2:5][N:4]([C:7]2[CH:12]=[CH:11][C:10]([Cl:13])=[C:9]([Cl:14])[CH:8]=2)[N:3]=1 |f:3.4|. Procedure: A 1.65 g. amount of 3-amino-1-(3,4-dichlorophenyl)-2-pyrazoline (prepared as described in Example 2) is dissolved in 5.0 ml. of concentrated hydrochloric acid then methanol is added and the solvents are evaporated in vacuo. The residue is triturated with ether several times then acetone is added to crystallize the product. The product of the Example is collected by filtration and washed with ether to give 1.65 g. as colorless crystals, m.p. 170°-175° C. (dec.). Reactants: C1=CCCC=CCC1 (1,5-cyclooctadiene), O=O (oxygen), NC1=C(C(=O)NC)C=C(C=C1C)Br (2-amino-5-bromo-N,3-dimethylbenzamide), O=O (oxygen), [C-]#N.[Na+] (sodium cyanide). Reagents/catalysts: Cl[Ni]Cl.C1(=CC=CC=C1)P([C-]1C=CC=C1)C1=CC=CC=C1.[C-]1(C=CC=C1)P(C1=CC=CC=C1)C1=CC=CC=C1.[Fe+2] ([1,1′-bis(diphenylphosphino)ferrocene]-dichloronickel), [Zn] (zinc). Reaction conditions: time 2 hour. The product is NC1=C(C(=O)NC)C=C(C=C1C)C#N (2-amino-5-cyano-N,3-dimethylbenzamide). Reaction SMILES: C1CCC=CCCC=1.O=O.[C-:11]#[N:12].[Na+].[NH2:14][C:15]1[C:24]([CH3:25])=[CH:23][C:22](Br)=[CH:21][C:16]=1[C:17]([NH:19][CH3:20])=[O:18]>Cl[Ni]Cl.C1(P(C2C=CC=CC=2)[C-]2C=CC=C2)C=CC=CC=1.[C-]1(P(C2C=CC=CC=2)C2C=CC=CC=2)C=CC=C1.[Fe+2].[Zn]>[NH2:14][C:15]1[C:24]([CH3:25])=[CH:23][C:22]([C:11]#[N:12])=[CH:21][C:16]=1[C:17]([NH:19][CH3:20])=[O:18] |f:2.3,5.6.7.8|. Procedure: A reaction flask was charged with of [1,1′-bis(diphenylphosphino)ferrocene]-dichloronickel (68 mg, 0.099 mmol), zinc (130 mg, 1.99 mmol), 1,5-cyclooctadiene (28.3 mg, 0.262 mmol) and oxygen-free acetonitrile (4 mL) under a nitrogen atmosphere in a glovebox. After stirring for 2 h at room temperature, sodium cyanide (0.55 g, 11.22 mmol, ground prior to use), 2-amino-5-bromo-N,3-dimethylbenzamide (prepared by the method of Reference Example 1) (2.43 g, 9.99 mmol) and more oxygen-free acetonitrile ...